The task is: describe an organic reaction: reactants, conditions, products, and yield. This data is from the Open Reaction Database (ORD), a public repository of structured organic reaction records. The reactants are CC(=O)O[BH-](OC(C)=O)OC(C)=O, COCCC1CN(C2=Nc3ccccc3Nc3sc(C(F)(F)F)nc32)CCN1, CCC=O, CC(Cl)Cl, [Na+]. Yields the product CCCN1CCN(C2=Nc3ccccc3Nc3sc(C(F)(F)F)nc32)CC1CCOC. RXN SMILES: [C:1]([O:2][BH-:3]([O:4][C:5](=[O:6])[CH3:7])[O:8][C:9](=[O:10])[CH3:11])(=[O:12])[CH3:13].[CH3:19][O:20][CH2:21][CH2:22][CH:23]1[CH2:24][N:25]([C:29]2=[N:30][c:31]3[c:32]([cH:43][cH:44][cH:45][cH:46]3)[NH:33][c:34]3[s:35][c:36]([C:39]([F:40])([F:41])[F:42])[n:37][c:38]32)[CH2:26][CH2:27][NH:28]1.[CH:15]([CH2:16][CH3:17])=[O:18].[Cl:47][CH:48]([Cl:49])[CH3:50].[Na+:14]>>[CH2:15]([CH2:16][CH3:17])[N:28]1[CH:23]([CH2:22][CH2:21][O:20][CH3:19])[CH2:24][N:25]([C:29]2=[N:30][c:31]3[c:32]([cH:43][cH:44][cH:45][cH:46]3)[NH:33][c:34]3[s:35][c:36]([C:39]([F:40])([F:41])[F:42])[n:37][c:38]32)[CH2:26][CH2:27]1. Starting materials: C(C)(C)(C)OC(=O)N1CCC2N(CC(C21)C(=O)O)C(=O)OCC2=CC=CC=C2 (Hexahydro-pyrrolo[3,2-b]pyrrole-1,3,4-tricarboxylic acid 1-benzyl ester 4-tert-butyl ester), [N+](=[N-])=C (diazomethane), N(=O)N(C(=O)N)C (N-nitroso-N-methyl urea), [OH-].[K+] (KOH). Solvent: CCOC(=O)C (EtOAc), CCOCC (Et2O), CCOCC (Et2O). Product: COC(=O)C1C2C(N(C1)C(=O)OCC1=CC=CC=C1)CCN2C(=O)OC(C)(C)C (Hexahydro-pyrrolo[3,2-b]pyrrole-1,3,4-tricarboxylic acid 1-benzyl ester 4-tert-butyl ester 3-methyl ester). Reaction SMILES: [C:1]([O:5][C:6]([N:8]1[CH:15]2[CH:11]([N:12]([C:19]([O:21][CH2:22][C:23]3[CH:28]=[CH:27][CH:26]=[CH:25][CH:24]=3)=[O:20])[CH2:13][CH:14]2[C:16]([OH:18])=[O:17])[CH2:10][CH2:9]1)=[O:7])([CH3:4])([CH3:3])[CH3:2].[N+](=[CH2:31])=[N-].N(N(C)C(N)=O)=O.[OH-].[K+]>CCOC(C)=O.CCOCC>[CH3:31][O:17][C:16]([CH:14]1[CH2:13][N:12]([C:19]([O:21][CH2:22][C:23]2[CH:28]=[CH:27][CH:26]=[CH:25][CH:24]=2)=[O:20])[CH:11]2[CH2:10][CH2:9][N:8]([C:6]([O:5][C:1]([CH3:4])([CH3:2])[CH3:3])=[O:7])[CH:15]12)=[O:18] |f:3.4|. Procedure details: To a solution of crude 13 (0.47 g) in EtOAc (10 mL) and Et2O (10 mL) was added an ethereal solution of diazomethane that was prepared by treatment of N-nitroso-N-methyl urea (0.5 g) in Et2O (10 mL) with 1M KOH (10 mL). After consumption of starting material (monitored by TLC), the reaction mixture was diluted with HOAc. The solution was extracted with EtOAc, washed with saturated NaHCO3, brine, dried over anhydrous Na2SO4, filtered and concentrated to give a dark oil that was purified by HPLC (2... The reactants are Brc1cccc(Br)n1, O=C([O-])[O-], CN(C)C=O, [K+], [K+], Sc1nc[nH]n1. Yields the product Brc1cccc(Sc2nc[nH]n2)n1. RXN SMILES: [Br:7][c:8]1[n:9][c:10]([Br:14])[cH:11][cH:12][cH:13]1.[C:15](=[O:16])([O-:17])[O-:18].[CH3:21][N:22]([CH3:23])[CH:24]=[O:25].[K+:19].[K+:20].[SH:1][c:2]1[n:3][nH:4][cH:5][n:6]1>>[S:1]([c:2]1[n:3][nH:4][cH:5][n:6]1)[c:10]1[n:9][c:8]([Br:7])[cH:13][cH:12][cH:11]1. Starting materials: COC=1C=C2CCC(CC2=CC1)=O (6-methoxy-2-tetralone), C(C)O (ethanol), C(OCC)([O-])[O-] (ethyl orthoformate). Reagents/catalysts: S(O)(O)(=O)=O (sulfuric acid). Run at temperature 100 celsius, time 4 hour. Product: C(C)OC1=CC2=CC=C(C=C2CC1)OC (3,4-dihydro-2-ethoxy-6-methoxynaphthalene). RXN SMILES: [CH3:1][O:2][C:3]1[CH:4]=[C:5]2[C:10](=[CH:11][CH:12]=1)[CH2:9][C:8](=O)[CH2:7][CH2:6]2.C([O-])([O-])OCC.[CH2:20]([OH:22])[CH3:21]>S(=O)(=O)(O)O>[CH2:20]([O:22][C:8]1[CH2:7][CH2:6][C:5]2[C:10](=[CH:11][CH:12]=[C:3]([O:2][CH3:1])[CH:4]=2)[CH:9]=1)[CH3:21]. Reported procedure: 33.5 g of 6-methoxy-2-tetralone was dissolved in 27.6 ml of ethanol, followed by subsequently adding 37.8 ml of ethyl orthoformate and one drop of concentrated sulfuric acid. The mixture2thus prepared was stirred at 100° C. for 4 hours. After distilling off the solvent under a reduced pressure, the resulting residue was subjected to silica gel column chromatography using chloroform as an eluant. Fractions of interest were pooled and concentrated to collect precipitated crystals, thereby obtainin... The reactants are C(C1=CC=CC=C1)C=1C=C(C=CC1OS(=O)(=O)C(F)(F)F)C1=C(C=C(C=C1)CCC#N)CC(C)C (Trifluoro-methanesulfonic acid 3-benzyl-4′-(2-Cyano-ethyl)-2′-isobutyl-biphenyl-4-yl ester), C(C(C)C)C=1C=C(C=CC1OC)B1OC(C(O1)(C)C)(C)C (2-(3-isobutyl-4-methoxyphenyl)-4,4,5,5-tetramethyl-1,3,2-dioxaborolane), solution, C(=O)([O-])[O-].[Na+].[Na+] (Na2CO3). The reagents and catalysts are C=1C=CC(=CC1)[P](C=2C=CC=CC2)(C=3C=CC=CC3)[Pd]([P](C=4C=CC=CC4)(C=5C=CC=CC5)C=6C=CC=CC6)([P](C=7C=CC=CC7)(C=8C=CC=CC8)C=9C=CC=CC9)[P](C=1C=CC=CC1)(C=1C=CC=CC1)C=1C=CC=CC1 (Pd(Ph3P)4). Solvent: COCCOC.CCO (DME EtOH). Run at temperature 80 celsius. The product is hexanes EtOAc, C(C1=CC=CC=C1)C=1C=C(C=CC1C1=CC(=C(C=C1)OC)CC(C)C)C1=C(C=C(C=C1)CCC#N)CC(C)C (3-(3′-Benzyl-2,3″-diisobutyl-4″-methoxy-1,1′:4′,1″-terphenyl-4-yl)propanenitrile). The yield is 88.9%. Reaction SMILES: [CH2:1]([C:8]1[CH:9]=[C:10]([C:22]2[CH:27]=[CH:26][C:25]([CH2:28][CH2:29][C:30]#[N:31])=[CH:24][C:23]=2[CH2:32][CH:33]([CH3:35])[CH3:34])[CH:11]=[CH:12][C:13]=1OS(C(F)(F)F)(=O)=O)[C:2]1[CH:7]=[CH:6][CH:5]=[CH:4][CH:3]=1.[CH2:36]([C:40]1[CH:41]=[C:42](B2OC(C)(C)C(C)(C)O2)[CH:43]=[CH:44][C:45]=1[O:46][CH3:47])[CH:37]([CH3:39])[CH3:38].C([O-])([O-])=O.[Na+].[Na+]>COCCOC.CCO.C1C=CC([P]([Pd]([P](C2C=CC=CC=2)(C2C=CC=CC=2)C2C=CC=CC=2)([P](C2C=CC=CC=2)(C2C=CC=CC=2)C2C=CC=CC=2)[P](C2C=CC=CC=2)(C2C=CC=CC=2)C2C=CC=CC=2)(C2C=CC=CC=2)C2C=CC=CC=2)=CC=1>[CH2:1]([C:8]1[CH:9]=[C:10]([C:22]2[CH:27]=[CH:26][C:25]([CH2:28][CH2:29][C:30]#[N:31])=[CH:24][C:23]=2[CH2:32][CH:33]([CH3:35])[CH3:34])[CH:11]=[CH:12][C:13]=1[C:42]1[CH:43]=[CH:44][C:45]([O:46][CH3:47])=[C:40]([CH2:36][CH:37]([CH3:38])[CH3:39])[CH:41]=1)[C:2]1[CH:3]=[CH:4][CH:5]=[CH:6][CH:7]=1 |f:2.3.4,5.6,^1:75,77,96,115|. Procedure: 134.6 mg (0.27 mmol) Trifluoro-methanesulfonic acid 3-benzyl-4′-(2-Cyano-ethyl)-2′-isobutyl-biphenyl-4-yl ester (54), 96.9 mg (0.33 mmol, 1.24 eq.) 2-(3-isobutyl-4-methoxyphenyl)-4,4,5,5-tetramethyl-[1,3,2]dioxaborolane (11) and 46.7 mg (40 μmol, 0.15 eq.) Pd(Ph3P)4 were dissolved in 7 ml DME/EtOH (9+1). To this yellow solution 0.27 ml (0.54 mmol, 2.00 eq.) of a 2 M aq. Na2CO3-solution was added and the resulting mixture was heated at 80° C. for 19 h. After concentrating the mixture in vacuo the... The reactants are CC(C)(C)OC(=O)N1Cc2cc(NC(=O)c3cccnc3NCc3ccnc4[nH]ccc34)ccc2C(C)(C)C1, Cl, [Na+], O=C([O-])O, C1COCCO1. Yields the product CC1(C)CNCc2cc(NC(=O)c3cccnc3NCc3ccnc4[nH]ccc34)ccc21. Reaction SMILES: [C:1]([O:2][C:3](=[O:4])[N:8]1[CH2:9][c:10]2[cH:11][c:12]([NH:20][C:21](=[O:22])[c:23]3[c:24]([NH:29][CH2:30][c:31]4[c:32]5[c:33]([n:34][cH:35][cH:36]4)[nH:37][cH:38][cH:39]5)[n:25][cH:26][cH:27][cH:28]3)[cH:13][cH:14][c:15]2[C:16]([CH3:18])([CH3:19])[CH2:17]1)([CH3:5])([CH3:6])[CH3:7].[ClH:40].[Na+:45].[O-:41][C:42]([OH:43])=[O:44].[O:46]1[CH2:47][CH2:48][O:49][CH2:50][CH2:51]1>>[NH:8]1[CH2:9][c:10]2[cH:11][c:12]([NH:20][C:21](=[O:22])[c:23]3[c:24]([NH:29][CH2:30][c:31]4[c:32]5[c:33]([n:34][cH:35][cH:36]4)[nH:37][cH:38][cH:39]5)[n:25][cH:26][cH:27][cH:28]3)[cH:13][cH:14][c:15]2[C:16]([CH3:18])([CH3:19])[CH2:17]1. The reactants are CC1=C(CCCC1)C1=CC=C(C(=O)N2CC=3N(CC4=C2C=CC=C4)C(=CC3)C(=O)O)C=C1 (10-[4-(2-Methyl-cyclohex-1-en-1-yl)-benzoyl]-10,11-dihydro-5H-pyrrolo[2,1-c][1,4]benzodiazepine-3-carboxylic acid), C(C)(C)N(C(C)C)CC (N,N-diisopropylethyl amine), C(C(=O)Cl)(=O)Cl (oxalyl chloride), CN1CCNCC1 (N-methylpiperazine). Reagents/catalysts: CN(C=O)C (N,N-dimethylformamide). Solvent: ClCCl (dichloromethane), C(C)(=O)OCC (ethyl acetate), ClCCl (dichloromethane). Conditions: time 8 hour. Yields the product CC1=C(CCCC1)C1=CC=C(C(=O)N2CC=3N(CC4=C2C=CC=C4)C(=CC3)C(=O)N3CCN(CC3)C)C=C1 ({10-[4-(2-Methyl-cyclohex-1-enyl)-benzoyl]-10,11-dihydro-5H-pyrrolo[2,1-c][1,4]benzodiazepin-3-yl}-(4-methyl-piperazin-1-yl)-methanone). Isolated yield 41.0%. Reaction SMILES: [CH3:1][C:2]1[CH2:7][CH2:6][CH2:5][CH2:4][C:3]=1[C:8]1[CH:32]=[CH:31][C:11]([C:12]([N:14]2[C:20]3[CH:21]=[CH:22][CH:23]=[CH:24][C:19]=3[CH2:18][N:17]3[C:25]([C:28]([OH:30])=O)=[CH:26][CH:27]=[C:16]3[CH2:15]2)=[O:13])=[CH:10][CH:9]=1.C(Cl)(=O)C(Cl)=O.[CH3:39][N:40]1[CH2:45][CH2:44][NH:43][CH2:42][CH2:41]1.C(N(CC)C(C)C)(C)C>ClCCl.C(OCC)(=O)C.CN(C)C=O>[CH3:1][C:2]1[CH2:7][CH2:6][CH2:5][CH2:4][C:3]=1[C:8]1[CH:9]=[CH:10][C:11]([C:12]([N:14]2[C:20]3[CH:21]=[CH:22][CH:23]=[CH:24][C:19]=3[CH2:18][N:17]3[C:25]([C:28]([N:43]4[CH2:44][CH2:45][N:40]([CH3:39])[CH2:41][CH2:42]4)=[O:30])=[CH:26][CH:27]=[C:16]3[CH2:15]2)=[O:13])=[CH:31][CH:32]=1. Reported procedure: 10-[4-(2-Methyl-cyclohex-1-enyl)-benzoyl]-10,11-dihydro-5H-pyrrolo[2,1-c][1,4]benzodiazepine-3-carboxylic acid of Step F (0.0510 g, 0.120 mmol) and oxalyl chloride (0.011mL, 0.126 mmol) were combined in anhydrous dichloromethane (1.2 mL) followed by dropwise addition of N,N-dimethylformamide (0.0003 mL, 0.0036 mmol). The reaction was refluxed for 3 hours, then the solvent was removed and the residue dried in vacuo. The crude acid chloride thus prepared was combined with N-methylpiperazine (0.014... The reactants are OC=1CC(CC(C1N=NC1=CC=CC=C1)=O)C(=O)O (3-hydroxy-5-keto-4-phenylazo-3-cyclohexene-carboxylic acid), C1(=CC=C(C=C1)S(=O)(=O)O)C (p-toluenesulfonic acid), CO (methanol), C1=CC=CC=C1 (benzene). Solvent: O (water). Yields the product COC(=O)C1CC(=C(C(C1)=O)N=NC1=CC=CC=C1)O (3-hydroxy-5-keto-4-phenylazo-3-cyclohexene-carboxylic acid methyl ester). RXN SMILES: [OH:1][C:2]1[CH2:3][CH:4]([C:17]([OH:19])=[O:18])[CH2:5][C:6](=[O:16])[C:7]=1[N:8]=[N:9][C:10]1[CH:15]=[CH:14][CH:13]=[CH:12][CH:11]=1.CO.[CH:22]1C=CC=CC=1.C1(C)C=CC(S(O)(=O)=O)=CC=1>O>[CH3:22][O:18][C:17]([CH:4]1[CH2:3][C:2](=[O:1])[C:7]([N:8]=[N:9][C:10]2[CH:15]=[CH:14][CH:13]=[CH:12][CH:11]=2)=[C:6]([OH:16])[CH2:5]1)=[O:19]. Procedure: 60 G. of 3-hydroxy-5-keto-4-phenylazo-3-cyclohexene-carboxylic acid, 200 ml. of methanol, 1200 ml. of benzene and 5 g. of p-toluenesulfonic acid were boiled together under reflux on a water separator for 18 hours. After cooling, the solution was washed with 500 ml. of a 5% sodium bicarbonate solution, then washed with water, dried and evaporated. The residue was dissolved in ethyl acetate and purified on an aluminum oxide column (500 g.; activity stage I). After evaporation of the ethylacetate, ... The reactants are O=C([O-])[O-], CCCCO, CC(C)Oc1ccc(S(C)(=O)=O)cc1C(=O)N1CCNCC1, O=[N+]([O-])c1ccc(Cl)nc1, O=C(O)C(F)(F)F, [K+], [K+]. Product: CC(C)Oc1ccc(S(C)(=O)=O)cc1C(=O)N1CCN(c2ccc([N+](=O)[O-])cn2)CC1. Reaction SMILES: [C:40](=[O:41])([O-:42])[O-:43].[CH2:46]([OH:47])[CH2:48][CH2:49][CH3:50].[CH:8]([CH3:9])([CH3:10])[O:11][c:12]1[c:13]([C:22](=[O:23])[N:24]2[CH2:25][CH2:26][NH:27][CH2:28][CH2:29]2)[cH:14][c:15]([S:18](=[O:19])(=[O:20])[CH3:21])[cH:16][cH:17]1.[Cl:30][c:31]1[n:32][cH:33][c:34]([N+:37](=[O:38])[O-:39])[cH:35][cH:36]1.[F:1][C:2]([F:3])([F:4])[C:5]([OH:6])=[O:7].[K+:44].[K+:45]>>[CH:8]([CH3:9])([CH3:10])[O:11][c:12]1[c:13]([C:22](=[O:23])[N:24]2[CH2:25][CH2:26][N:27]([c:31]3[n:32][cH:33][c:34]([N+:37](=[O:38])[O-:39])[cH:35][cH:36]3)[CH2:28][CH2:29]2)[cH:14][c:15]([S:18](=[O:19])(=[O:20])[CH3:21])[cH:16][cH:17]1.